Dataset: the Open Reaction Database (ORD), a public repository of structured organic reaction records. Task: describe an organic reaction: reactants, conditions, products, and yield Reaction SMILES: [OH:1][C:2]1[CH:9]=[CH:8][CH:7]=[CH:6][C:3]=1[C:4]#[N:5].[C:10]([O:13][C@@H:14]1[C@@H:19]([O:20][C:21](=[O:23])[CH3:22])[C@H:18]([O:24][C:25](=[O:27])[CH3:26])[CH2:17][S:16][C@@H:15]1Br)(=[O:12])[CH3:11]>C(Cl)Cl.[N-]1C=CN=C1.[Ag+].[Cl-].[Zn+2].[Cl-]>[C:10]([O:13][C@@H:14]1[C@@H:19]([O:20][C:21](=[O:23])[CH3:22])[C@H:18]([O:24][C:25](=[O:27])[CH3:26])[CH2:17][S:16][C@H:15]1[O:1][C:2]1[CH:9]=[CH:8][CH:7]=[CH:6][C:3]=1[C:4]#[N:5])(=[O:12])[CH3:11] |f:3.4,5.6.7|. Starting materials: OC1=C(C#N)C=CC=C1 (2-hydroxybenzonitrile), C(C)(=O)O[C@H]1[C@H](SC[C@H]([C@@H]1OC(C)=O)OC(C)=O)Br (2,3,4-tri-O-acetyl-5-thio-α-D-xylopyranosyl bromide). Procedure details: If the procedure described in Preparation LXXXIII is followed starting from 2 g (16.8.10-3 mol) of 2-hydroxybenzonitrile, 4.4 g (25.1.10-3 mol) of silver imidazolate, 6.5 g (18.3.10-3 mol) of 2,3,4-tri-O-acetyl-5-thio-α-D-xylopyranosyl bromide and 4.6 g (33.6.10-3 mol) of zinc chloride in 80 ml of methylene chloride, 1.32 g (yield: 20%) of the expected product are obtained after purification by chromatography on silica gel using a toluene/ethyl acetate mixture (6/1 v/v) as the eluent, and precip... The product is C(C)(=O)O[C@H]1[C@H](OC2=C(C=CC=C2)C#N)SC[C@H]([C@@H]1OC(C)=O)OC(C)=O (2-cyanophenyl 2,3,4-tri-O-acetyl-5-thio-β-D-xylopyranoside). Isolated yield 20.0%. Solvent: C(Cl)Cl (methylene chloride). Reagents/catalysts: [N-]1C=NC=C1.[Ag+] (silver imidazolate), [Cl-].[Zn+2].[Cl-] (zinc chloride). Starting materials: CCO, Cl, O=[N+]([O-])c1ccc(OC(F)F)nc1, [Fe], O. Product: Nc1ccc(OC(F)F)nc1. As a reaction SMILES: [CH3:15][CH2:16][OH:17].[ClH:14].[F:1][CH:2]([O:3][c:4]1[n:5][cH:6][c:7]([N+:10]([O-:11])=[O:12])[cH:8][cH:9]1)[F:13].[Fe:19].[OH2:18]>>[F:1][CH:2]([O:3][c:4]1[n:5][cH:6][c:7]([NH2:10])[cH:8][cH:9]1)[F:13]. RXN SMILES: [CH3:1][O:2][C:3]([c:4]1[cH:5][c:6]([NH:13][C:14]([O:15][CH2:16][c:17]2[cH:18][cH:19][cH:20][cH:21][cH:22]2)=[O:23])[cH:7][c:8]([O:10][CH2:11][CH3:12])[cH:9]1)=[O:24].[CH3:25][OH:26]>>[CH3:1][O:2][C:3]([c:4]1[cH:5][c:6]([NH2:13])[cH:7][c:8]([O:10][CH2:11][CH3:12])[cH:9]1)=[O:24]. The reactants are CCOc1cc(NC(=O)OCc2ccccc2)cc(C(=O)OC)c1, CO. Product: CCOc1cc(N)cc(C(=O)OC)c1. Starting materials: O (water), APMC-Ether, APMC-Acetate, APMC-Ether, APMC-Ether, C(C)(=O)OCCC1=CC=C(C=C1)OC(C)=O (4-acetoxyphenylmethylcarbinol acetate), resultant mixture, P(O)(O)(O)=O (phosphoric acid), P(O)(O)(O)=O (Phosphoric acid), ( 6.0 ), C(C)(=O)OC(C)=O (acetic anhydride). Run in C(C)(=O)O (acetic acid). Product: C(C)(=O)OC1=CC=C(C=C)C=C1 (4-acetoxystyrene). As a reaction SMILES: O.C(O[CH2:6][CH2:7][C:8]1[CH:13]=[CH:12][C:11]([O:14][C:15](=[O:17])[CH3:16])=[CH:10][CH:9]=1)(=O)C.C(OC(=O)C)(=O)C.P(=O)(O)(O)O>C(O)(=O)C>[C:15]([O:14][C:11]1[CH:12]=[CH:13][C:8]([CH:7]=[CH2:6])=[CH:9][CH:10]=1)(=[O:17])[CH3:16]. Procedure: A flask heated by hot oil was fitted with a chilled water overhead condenser, a thermowell with a thermocouple, an overhead stirrer and a vacuum pump. Crude APMC-Ether (20 grams) containing 78.2 weight percent APMC-Ether, 7.2 weight percent APMC and 3.9 weight percent 4-acetoxyphenylmethylcarbinol acetate (sometimes referred to herein as "APMC-Acetate") was mixed in another flask with six (6.0) grams of acetic anhydride. Phosphoric acid (0.022 grams) having a concentration of 85 weight percent t...